From a dataset of the Open Reaction Database (ORD), a public repository of structured organic reaction records. describe an organic reaction: reactants, conditions, products, and yield The reactants are C[Si](C#C/C=C/C=C/[C@@H]1[C@@H](OC(O1)(C)C)COCC(=O)OC(C)(C)C)(C)C (2-[[(4S,5R)-5-[(1E,3E)-6-(trimethylsilyl)-1,3-hexadien-5-ynyl]-2,2-dimethyl-1,3-dioxolan-4-yl]methoxy]ethanoic acid, 1,1-dimethylethyl ester), [F-].C(CCC)[N+](CCCC)(CCCC)CCCC (tetrabutylammonium fluoride), C(C)(=O)OCC (ethyl acetate), [Cl-].[NH4+] (ammonium chloride). The solvent is O (water), [OH-].[Na+] (NaOH), C1CCOC1 (THF), C1CCOC1 (THF). Reaction conditions: time 8 hour. Product: C(=C\C=C\C#C)/[C@@H]1[C@@H](OC(O1)(C)C)COCC(=O)O (2-[[(4S,5R)-5-[(1E,3E)-1,3-hexadien-5-ynyl]-2,2-dimethyl-1,3-dioxolan-4-yl]methoxy]ethanoic acid). As a reaction SMILES: C[Si](C)(C)[C:3]#[C:4]/[CH:5]=[CH:6]/[CH:7]=[CH:8]/[C@H:9]1[O:13][C:12]([CH3:15])([CH3:14])[O:11][C@H:10]1[CH2:16][O:17][CH2:18][C:19]([O:21]C(C)(C)C)=[O:20].[F-].C([N+](CCCC)(CCCC)CCCC)CCC.C(OCC)(=O)C.[Cl-].[NH4+]>C1COCC1.O.[OH-].[Na+]>[CH:8](/[C@H:9]1[O:13][C:12]([CH3:15])([CH3:14])[O:11][C@H:10]1[CH2:16][O:17][CH2:18][C:19]([OH:21])=[O:20])=[CH:7]\[CH:6]=[CH:5]\[C:4]#[CH:3] |f:1.2,4.5,8.9|. Procedure details: A solution of 2-[[(4S,5R)-5-[(1E,3E)-6-(trimethylsilyl)-1,3-hexadien-5-ynyl]-2,2-dimethyl-1,3-dioxolan-4-yl]methoxy]ethanoic acid, 1,1-dimethylethyl ester in THF was treated with a solution of tetrabutylammonium fluoride in THF in portions. The reaction mixture was then stirred overnight. The reaction mixture was diluted with water and 1 N NaOH solution (1:1) and stirred overnight. The reaction mixture was poured into a mixture of ethyl acetate and saturated ammonium chloride. The aqueous layer ... Reactants: COCCOC(C1=CC(C(=O)OCCOC)=CC(=C1)NC(=O)C=1C(=CC(=C(C1)C(=O)NC=1C=C(C=C(C(=O)OCCOC)C1)C(=O)OCCOC)C(=O)NC=1C=C(C=C(C(=O)OCCOC)C1)C(=O)OCCOC)C(=O)NC=1C=C(C=C(C(=O)OCCOC)C1)C(=O)OCCOC)=O (5,5',5",5'"-[1,2,4,5-Benzenetetrayltetrakis(carbonylimino)]-tetraisophthalic acid octakis(2-methoxyethyl)ester), CN(C=O)C (dimethylformamide), [OH-].[Na+] (sodium hydroxide). The solvent is C(C)O (ethanol). Yields the product [Na+].[Na+].[Na+].[Na+].[Na+].[Na+].[Na+].[Na+].C1(=C(C=C(C(=C1)C(=O)NC=1C=C(C=C(C(=O)[O-])C1)C(=O)[O-])C(=O)NC=1C=C(C=C(C(=O)[O-])C1)C(=O)[O-])C(=O)NC=1C=C(C=C(C(=O)[O-])C1)C(=O)[O-])C(=O)NC=1C=C(C=C(C(=O)[O-])C1)C(=O)[O-] (5,5',5",5'"-[1,2,4,5-Benzenetetrayltetrakis(carbonylimino)]-tetraisophthalic acid octasodium salt). RXN SMILES: COCC[O:5][C:6](=[O:98])[C:7]1[CH:19]=[C:18]([NH:20][C:21]([C:23]2[C:24]([C:75]([NH:77][C:78]3[CH:79]=[C:80]([C:91]([O:93]CCOC)=[O:92])[CH:81]=[C:82]([CH:90]=3)[C:83]([O:85]CCOC)=[O:84])=[O:76])=[CH:25][C:26]([C:52]([NH:54][C:55]3[CH:56]=[C:57]([C:68]([O:70]CCOC)=[O:69])[CH:58]=[C:59]([CH:67]=3)[C:60]([O:62]CCOC)=[O:61])=[O:53])=[C:27]([C:29]([NH:31][C:32]3[CH:33]=[C:34]([C:45]([O:47]CCOC)=[O:46])[CH:35]=[C:36]([CH:44]=3)[C:37]([O:39]CCOC)=[O:38])=[O:30])[CH:28]=2)=[O:22])[CH:17]=[C:9]([C:10]([O:12]CCOC)=[O:11])[CH:8]=1.CN(C)C=O.[OH-].[Na+:105]>C(O)C>[Na+:105].[Na+:105].[Na+:105].[Na+:105].[Na+:105].[Na+:105].[Na+:105].[Na+:105].[C:24]1([C:75]([NH:77][C:78]2[CH:79]=[C:80]([C:91]([O-:93])=[O:92])[CH:81]=[C:82]([CH:90]=2)[C:83]([O-:85])=[O:84])=[O:76])[CH:25]=[C:26]([C:52]([NH:54][C:55]2[CH:56]=[C:57]([C:68]([O-:70])=[O:69])[CH:58]=[C:59]([CH:67]=2)[C:60]([O-:62])=[O:61])=[O:53])[C:27]([C:29]([NH:31][C:32]2[CH:33]=[C:34]([C:45]([O-:47])=[O:46])[CH:35]=[C:36]([CH:44]=2)[C:37]([O-:39])=[O:38])=[O:30])=[CH:28][C:23]=1[C:21]([NH:20][C:18]1[CH:17]=[C:9]([C:10]([O-:12])=[O:11])[CH:8]=[C:7]([CH:19]=1)[C:6]([O-:98])=[O:5])=[O:22] |f:2.3,5.6.7.8.9.10.11.12.13|. Procedure: A mixture of 8.23 g of the product of Example 1 and 45.0 ml of dimethylformamide is warmed until solution is achieved. The solution is cooled to room temperature and 90.0 ml of 1N sodium hydroxide is added with stirring. The solution is stirred for 20 minutes and diluted with 250 ml of ethanol. The product is collected and washed with ethanol and ether to yield a pale yellow powder. The product is purified by a series of precipitations from 28.6% aqueous ethanol, then from 33.3% aqueous ethanol,...